Dataset: the Open Reaction Database (ORD), a public repository of structured organic reaction records. Task: describe an organic reaction: reactants, conditions, products, and yield The reactants are CCC([BH-](C(CC)C)C(CC)C)C.[Li+] (L-Selectride), C(=O)(C(F)(F)F)OC(=O)C(F)(F)F (TFAA), COC1=CC=C(CN2C(CCCC2=O)=O)C=C1 (1-(4-methoxybenzyl)piperidine-2,6-dione), CCN(C(C)C)C(C)C (DIEA). Reagents/catalysts: CN(C)C=1C=CN=CC1 (DMAP). Run in C1(=CC=CC=C1)C (Toluene). Run at temperature -78 celsius, time 1 hour. Yields the product COC1=CC=C(CN2C(CCC=C2)=O)C=C1 (1-(4-methoxybenzyl)-3,4-dihydropyridin-2(1H)-one). Yield: 91.6%. RXN SMILES: [CH3:1][O:2][C:3]1[CH:17]=[CH:16][C:6]([CH2:7][N:8]2[C:13](=O)[CH2:12][CH2:11][CH2:10][C:9]2=[O:15])=[CH:5][CH:4]=1.CCC(C)[BH-](C(C)CC)C(C)CC.[Li+].CCN(C(C)C)C(C)C.C(OC(C(F)(F)F)=O)(C(F)(F)F)=O>C1(C)C=CC=CC=1.CN(C1C=CN=CC=1)C>[CH3:1][O:2][C:3]1[CH:4]=[CH:5][C:6]([CH2:7][N:8]2[CH:13]=[CH:12][CH2:11][CH2:10][C:9]2=[O:15])=[CH:16][CH:17]=1 |f:1.2|. Procedure details: 1-(4-methoxybenzyl)piperidine-2,6-dione (8.99 g, 38.5 mmol) was dissolved in Toluene (Volume: 128 ml) and cooled to −78° C. L-Selectride (42.4 ml, 42.4 mmol) was added dropwise and the mixture agitated for 1 h. After 1 h, thick slurry along with precipitate observed. Reaction mixture was briefly pulled outside cooling bath to homogenize the mixture. Then DMAP (0.047 g, 0.385 mmol) was added in one portion and then DIEA (38.4 ml, 220 mmol) was added and then TFAA (6.53 ml, 46.2 mmol) was added. T... Reactants: C(#N)C=1C=C(C(=C(C1)N1C[C@H]([C@@H](CC1)NC(OC)=O)O)F)NC1=NN2C(C(=N1)N(CC1=CC=C(C=C1)OC)CC)=NC=C2C#N (methyl ((3R,4R)-1-(5-cyano-3-((7-cyano-4-(ethyl(4-methoxybenzyl)amino)imidazo[2,1-f][1,2,4]triazin-2-yl)amino)-2-fluorophenyl)-3-hydroxypiperidin-4-yl)carbamate), C1(=CC=CC=C1)OC (ANISOLE), C(=O)(C(F)(F)F)O (TFA). Solvent: ClCCCl (DCE). Run at temperature 25 celsius, time 2 hour. Product: C(#N)C=1C=C(C(=C(C1)N1C[C@H]([C@@H](CC1)NC(OC)=O)O)F)NC1=NN2C(C(=N1)NCC)=NC=C2C#N (methyl ((3R,4R)-1-(5-cyano-3-((7-cyano-4-(ethylamino)imidazo[2,1-f][1,2,4]triazin-2-yl)amino)-2-fluorophenyl)-3-hydroxypiperidin-4-yl)carbamate). The yield is 7.8%. RXN SMILES: [C:1]([C:3]1[CH:4]=[C:5]([NH:22][C:23]2[N:28]=[C:27]([N:29](CC)[CH2:30][C:31]3C=CC(OC)=CC=3)[C:26]3=[N:41][CH:42]=[C:43]([C:44]#[N:45])[N:25]3[N:24]=2)[C:6]([F:21])=[C:7]([N:9]2[CH2:14][CH2:13][C@@H:12]([NH:15][C:16](=[O:19])[O:17][CH3:18])[C@H:11]([OH:20])[CH2:10]2)[CH:8]=1)#[N:2].C1(OC)C=CC=CC=1.C(O)(C(F)(F)F)=O>ClCCCl>[C:1]([C:3]1[CH:4]=[C:5]([NH:22][C:23]2[N:28]=[C:27]([NH:29][CH2:30][CH3:31])[C:26]3=[N:41][CH:42]=[C:43]([C:44]#[N:45])[N:25]3[N:24]=2)[C:6]([F:21])=[C:7]([N:9]2[CH2:14][CH2:13][C@@H:12]([NH:15][C:16](=[O:19])[O:17][CH3:18])[C@H:11]([OH:20])[CH2:10]2)[CH:8]=1)#[N:2]. Procedure details: To methyl ((3R,4R)-1-(5-cyano-3-((7-cyano-4-(ethyl(4-methoxybenzyl)amino)imidazo[2,1-f][1,2,4]triazin-2-yl)amino)-2-fluorophenyl)-3-hydroxypiperidin-4-yl)carbamate (60 mg, 0.098 mmol), in DCE (1.5 mL) was added ANISOLE (0.1 mL, 0.915 mmol) and TFA (1.0 mL, 12.98 mmol); the mixture stirred 2 h at 25° C. and solvent was removed. The crude material was purified via preparative LC/MS with the following conditions: Column: Waters XBridge C18, 19×200 mm, 5-μm particles; Guard Column: Waters XBridge C1... Starting materials: C([O-])([O-])=O.[K+].[K+] (potassium carbonate), [F-].C(CCC)[N+](CCCC)(CCCC)CCCC (Tetrabutylammonium fluoride), solution, COC1=NC(=NC=C1)C#C[Si](C)(C)C (4-methoxy-2-[(trimethylsilyl)ethynyl]pyrimidine). The solvent is O1CCCC1 (tetrahydrofuran), O1CCCC1 (tetrahydrofuran), C(C)(=O)O (acetic acid). Reaction conditions: time 5 minute. The product is C(#C)C1=NC=CC(=N1)OC (2-Ethynyl-4-methoxypyrimidine). Yield: 84.5%. Reaction SMILES: [F-].C([N+](CCCC)(CCCC)CCCC)CCC.[CH3:19][O:20][C:21]1[CH:26]=[CH:25][N:24]=[C:23]([C:27]#[C:28][Si](C)(C)C)[N:22]=1.C(=O)([O-])[O-].[K+].[K+]>O1CCCC1.C(O)(=O)C>[C:27]([C:23]1[N:22]=[C:21]([O:20][CH3:19])[CH:26]=[CH:25][N:24]=1)#[CH:28] |f:0.1,3.4.5|. Procedure details: Tetrabutylammonium fluoride (0.97 mL of a 1M solution in tetrahydrofuran, 0.97 mmol) was added to a stirred solution of 4-methoxy-2-[(trimethylsilyl)ethynyl]pyrimidine (Preparation 1a, 0.20 g, 0.97 mmol) in tetrahydrofuran (1.4 mL) and acetic acid (56 pt) at room temperature. After 5 minutes, 10% aqueous potassium carbonate solution was added to the reaction mixture and the mixture was extracted with dichloromethane. The organic layer was separated, dried (MgSO4) and evaporated. Purification of ... The reactants are NC=1NC2=C(N1)C=CC=C2 (2-Aminobenzimidazole), C(C=1C(C(=O)Cl)=CC=CC1)(=O)Cl (phthaloyl chloride). The solvent is N1=CC=CC=C1 (pyridine). Reaction conditions: time 1 hour. The product is N1=C(NC2=C1C=CC=C2)N2C(C=1C(C2=O)=CC=CC1)=O (N-(benzimidazol-2-yl)phthalimide). Reaction SMILES: [NH2:1][C:2]1[NH:3][C:4]2[CH:10]=[CH:9][CH:8]=[CH:7][C:5]=2[N:6]=1.[C:11](Cl)(=[O:21])[C:12]1[C:13](=[CH:17][CH:18]=[CH:19][CH:20]=1)[C:14](Cl)=[O:15]>N1C=CC=CC=1>[N:3]1[C:4]2[CH:10]=[CH:9][CH:8]=[CH:7][C:5]=2[NH:6][C:2]=1[N:1]1[C:14](=[O:15])[C:13]2=[CH:17][CH:18]=[CH:19][CH:20]=[C:12]2[C:11]1=[O:21]. Reported procedure: 2-Aminobenzimidazole (13.3 g.) is dissolved in 50 ml. of pyridine, and 10.2 g. of phthaloyl chloride is added, causing immediate precipitation. On mixing and heating on the steam-bath, all dissolves. The solution is heated 2 hours on the steam-bath with occasional swirling. It is cooled to room temperature and quenched in 200 ml. of water. After 1 hour agitation, the mixture is filtered free of solids and the solids washed with water. The yield of N-(benzimidazol-2-yl)phthalimide is 11.6 g. Recr... The reactants are N#Cc1cccc(C(=O)Cl)c1, C1CCOC1, N. Yields the product N#Cc1cccc(C(N)=O)c1. As a reaction SMILES: [C:2](#[N:3])[c:4]1[cH:5][c:6]([C:7](=[O:8])[Cl:9])[cH:10][cH:11][cH:12]1.[CH2:13]1[O:14][CH2:15][CH2:16][CH2:17]1.[NH3:1]>>[NH2:1][C:7]([c:6]1[cH:5][c:4]([C:2]#[N:3])[cH:12][cH:11][cH:10]1)=[O:8]. Reactants: CC(CCO)CCC=C(C)C (3,7-dimethyloct-6-en-1-ol), C(C)(=O)OC(C)=O (acetic anhydride). Run in N1=CC=CC=C1 (pyridine). The product is C(C)(=O)OCCC(CCC=C(C)C)C (1-acetoxy-3,7-dimethyloct-6-ene). RXN SMILES: [CH3:1][CH:2]([CH2:6][CH2:7][CH:8]=[C:9]([CH3:11])[CH3:10])[CH2:3][CH2:4][OH:5].[C:12](OC(=O)C)(=[O:14])[CH3:13]>N1C=CC=CC=1>[C:12]([O:5][CH2:4][CH2:3][CH:2]([CH3:1])[CH2:6][CH2:7][CH:8]=[C:9]([CH3:10])[CH3:11])(=[O:14])[CH3:13]. Procedure details: 100 Grams of 3,7-dimethyloct-6-en-1-ol is dissolved in 150 ml. of pyridine and 100 ml. of acetic anhydride and left at room temperature for about 48 hours. Then the mixture is extracted with ether and the ethereal extracts washed with water, 10% aqueous HCl and brine to yield 1-acetoxy-3,7-dimethyloct-6-ene which is purified by distillation. Starting materials: CCc1nc2c(s1)CC(CO)CC2, Cc1ccc(S(=O)(=O)Cl)cc1. Product: CCc1nc2c(s1)CC(COS(=O)(=O)c1ccc(C)cc1)CC2. RXN SMILES: [CH2:12]([CH3:13])[c:14]1[s:15][c:16]2[c:17]([n:18]1)[CH2:19][CH2:20][CH:21]([CH2:23][OH:24])[CH2:22]2.[c:1]1([CH3:11])[cH:2][cH:3][c:4]([S:7](=[O:8])(=[O:9])[Cl:10])[cH:5][cH:6]1>>[c:1]1([CH3:11])[cH:2][cH:3][c:4]([S:7](=[O:8])(=[O:9])[O:24][CH2:23][CH:21]2[CH2:20][CH2:19][c:17]3[c:16]([s:15][c:14]([CH2:12][CH3:13])[n:18]3)[CH2:22]2)[cH:5][cH:6]1. The reactants are COC(COC1=C2CCCOC2=C(C=C1)SCC1=CC=C(C=C1)C1=NC=C(C=C1)C(F)(F)F)=O ({8-[4-(5-Trifluoromethyl-pyridine-2-yl)-benzylsulfanyl]-chroman-5-yloxy}-acetic acid methyl ester), [K+].[Br-] (KBr). Product: FC(C=1C=CC(=NC1)C1=CC=C(CSC=2C=CC(=C3CCCOC23)OCC(=O)O)C=C1)(F)F ({8-[4-(5-Trifluoromethyl-pyridine-2-yl)-benzylsulfanyl]-chroman-5-yloxy}-acetic acid). Reaction SMILES: C[O:2][C:3](=[O:34])[CH2:4][O:5][C:6]1[CH:15]=[CH:14][C:13]([S:16][CH2:17][C:18]2[CH:23]=[CH:22][C:21]([C:24]3[CH:29]=[CH:28][C:27]([C:30]([F:33])([F:32])[F:31])=[CH:26][N:25]=3)=[CH:20][CH:19]=2)=[C:12]2[C:7]=1[CH2:8][CH2:9][CH2:10][O:11]2.[K+].[Br-]>>[F:33][C:30]([F:31])([F:32])[C:27]1[CH:28]=[CH:29][C:24]([C:21]2[CH:20]=[CH:19][C:18]([CH2:17][S:16][C:13]3[CH:14]=[CH:15][C:6]([O:5][CH2:4][C:3]([OH:34])=[O:2])=[C:7]4[C:12]=3[O:11][CH2:10][CH2:9][CH2:8]4)=[CH:23][CH:22]=2)=[N:25][CH:26]=1 |f:1.2|. Reported procedure: The title compound was prepared in the manner analogous to Example 1 using 86A. mp 178-179° C.; IR (KBr) cm−1: 3034, 2577, 1707, 1604, 1332, 1111; 400 MHz 1H NMR (DMSO-d6): δ 12.95 (br(s), 1H), 8.97 (s, 1H), 7.99-8.24 (m, 4H), 7.33-7.40 (m, 2H), 6.95 (d, 2H, J=8.5 Hz), 6.26 (d, 2H, J=8.6 Hz), 4.57 (s, 2H), 4.11 (t, 2H, J=4.9 Hz), 4.04 (s, 2H), 2.56 (t, 2H, J=6.5 Hz), 1.84 (pentet, 2H); MS m/z 476 (M+1). Anal. Calc'd for C24H20F3NO4S: C, 60.63; H, 4.24; N, 2.95. found: C, 60.31; H, 4.24; N, 3.02. The reactants are CP(OC)(=O)C1=C(C=CC(=C1)OC1=C(C=C(C=C1)C(F)(F)F)Cl)C#N (methyl P-methyl-2-cyano-5-(2-chloro-4-trifluoromethylphenoxy)-phenylphosphinate), C[Si](C)(C)Br (trimethylsilyl bromide), CO (methanol). Solvent: C(Cl)Cl (methylene chloride). Conditions: time 2 hour. The product is CP(O)(=O)C1=C(C=CC(=C1)OC1=C(C=C(C=C1)C(F)(F)F)Cl)C#N (P-methyl-2-cyano-5-(2-chloro-4-trifluoromethyl-phenoxy)phenylphosphinic acid). RXN SMILES: [CH3:1][P:2]([C:6]1[CH:11]=[C:10]([O:12][C:13]2[CH:18]=[CH:17][C:16]([C:19]([F:22])([F:21])[F:20])=[CH:15][C:14]=2[Cl:23])[CH:9]=[CH:8][C:7]=1[C:24]#[N:25])(=[O:5])[O:3]C.C[Si](Br)(C)C.CO>C(Cl)Cl>[CH3:1][P:2]([C:6]1[CH:11]=[C:10]([O:12][C:13]2[CH:18]=[CH:17][C:16]([C:19]([F:22])([F:21])[F:20])=[CH:15][C:14]=2[Cl:23])[CH:9]=[CH:8][C:7]=1[C:24]#[N:25])(=[O:3])[OH:5]. Procedure: To a solution of methyl P-methyl-2-cyano-5-(2-chloro-4-trifluoromethylphenoxy)-phenylphosphinate (0.46 g) in 10 ml of methylene chloride is added trimethylsilyl bromide (0.75 ml) dropwise. The mixture is stirred for 2 hours, after which methanol is added. The reaction is stripped and evaporated under vacuum to give P-methyl-2-cyano-5-(2-chloro-4-trifluoromethyl-phenoxy)phenylphosphinic acid, m/s 375 (M+). Reactants: C(C)SC1=NN=C(S1)C(=O)N (5-ethylthio-1,3,4-thiadiazole-2-carboxamide), OO (hydrogen peroxide). The solvent is C(C)(=O)O (acetic acid). Conditions: time 3 hour. Yields the product C(C)S(=O)C1=NN=C(S1)C(=O)N (5-ethylsulfinyl-1,3,4-thiadiazole-2-carboxamide). Reaction SMILES: [CH2:1]([S:3][C:4]1[S:8][C:7]([C:9]([NH2:11])=[O:10])=[N:6][N:5]=1)[CH3:2].[OH:12]O>C(O)(=O)C>[CH2:1]([S:3]([C:4]1[S:8][C:7]([C:9]([NH2:11])=[O:10])=[N:6][N:5]=1)=[O:12])[CH3:2]. Procedure details: 38 g of 5-ethylthio-1,3,4-thiadiazole-2-carboxamide are dissolved at 40° C. in 400 ml of glacial acetic acid and are then slowly reacted with 22.6 ml of a 30% hydrogen peroxide upon stirring. The solution is kept for another 3 hours at the same temperature. At the end of this period the oxidation is sufficiently complete not to require any further addition of heat. After standing overnight the reaction mixture is stirred into two liters of icewater resulting in the precipitation of a solid mater...